From a dataset of the Open Reaction Database (ORD), a public repository of structured organic reaction records. describe an organic reaction: reactants, conditions, products, and yield Reactants: O=C(NC)C=1C=CC(=CC1)C=2C=CC=CC2. Reagents/catalysts: O1B(OC(C)(C)C1(C)C)B2OC(C)(C)C(O2)(C)C, O=C(NC1=CC=CC2=C1NC(=C2C)C)C=3C=NC(=CC3)C4=NC=CC=C4, C[OH2+].C[OH2+].C1CC=CCCC=C1.C1CC=CCCC=C1.[Ir].[Ir]. The solvent is O1CCCC1. Reaction conditions: temperature 60 celsius, time 96 hour. Yields the product O=C(NC)C=1C=CC(=CC1B2OC(C)(C)C(O2)(C)C)C=3C=CC=CC3. The yield is 56.0%. Reported procedure: Isolated by chromatography using deactivated silica gel and ethyl acetate and petroleum ether (10:1 to 2:1) as the eluent. Reactants: CC(C)(C)C1=NN=C(N(C1=O)N)SC (metribuzin), C(C)N (ethylamine). The product is NN1C(=NN=C(C1=O)C(C)(C)C)NCC (4-Amino-6-(1,1-dimethylethyl)-3-(ethylamino)-1,2,4-triazine-5-(4H)-one). RXN SMILES: [CH3:1][C:2]([C:5]1[C:10](=[O:11])[N:9]([NH2:12])[C:8](SC)=[N:7][N:6]=1)([CH3:4])[CH3:3].[CH2:15]([NH2:17])[CH3:16]>>[NH2:12][N:9]1[C:10](=[O:11])[C:5]([C:2]([CH3:4])([CH3:3])[CH3:1])=[N:6][N:7]=[C:8]1[NH:17][CH2:15][CH3:16]. Reported procedure: A mixture of 150 g of technical metribuzin 200 g water and 100 g of 70% aqueous ethylamine was heated 90° for 7.0 hours in a stirred autoclave. The contents were cooled to room temperature, the solid filtered off and dried in a circulating air oven at 60°. The crude product was recrystallized from toluene to give 74 g of analytically pure product, m.p. 177°.